From a dataset of the Open Reaction Database (ORD), a public repository of structured organic reaction records. describe an organic reaction: reactants, conditions, products, and yield The reactants are ClC=1C=C(C=CC1Cl)CCCNC(\C=C\1/OC(OC1=O)(C)C)=O ((Z)—N-(3-(3,4-dichlorophenyl)propyl)-2-(2,2-dimethyl-5-oxo-1,3-dioxolan-4-ylidene)acetamide), NCCOCCOCCNC(OC(C)(C)C)=O (tert-butyl 2-(2-(2-aminoethoxy)ethoxy)ethylcarbamate), O=C1N(C(C2=CC=CC=C12)=O)CCC(=O)O (3-(1,3-dioxoisoindolin-2-yl)propanoic acid). Yields the product O=C1N(C(C2=CC=CC=C12)=O)CCC(=O)NCCOCCOCCNC(OC(C)(C)C)=O (tert-butyl 2-(2-(2-(3-(1,3-dioxoisoindolin-2-yl)propanamido)ethoxy)-ethoxy)ethylcarbamate). Isolated yield 97.3%. As a reaction SMILES: ClC1C=C(CCCNC(=O)/C=C2\OC(C)(C)OC\2=O)C=CC=1Cl.[NH2:24][CH2:25][CH2:26][O:27][CH2:28][CH2:29][O:30][CH2:31][CH2:32][NH:33][C:34](=[O:40])[O:35][C:36]([CH3:39])([CH3:38])[CH3:37].[O:41]=[C:42]1[C:50]2[C:45](=[CH:46][CH:47]=[CH:48][CH:49]=2)[C:44](=[O:51])[N:43]1[CH2:52][CH2:53][C:54](O)=[O:55]>>[O:41]=[C:42]1[C:50]2[C:45](=[CH:46][CH:47]=[CH:48][CH:49]=2)[C:44](=[O:51])[N:43]1[CH2:52][CH2:53][C:54]([NH:24][CH2:25][CH2:26][O:27][CH2:28][CH2:29][O:30][CH2:31][CH2:32][NH:33][C:34](=[O:40])[O:35][C:36]([CH3:37])([CH3:39])[CH3:38])=[O:55]. Reported procedure: By appropriate application of the method used to synthesize Intermediate 5, tert-butyl 2-(2-(2-aminoethoxy)ethoxy)ethylcarbamate (400 mg, 1.6 mmol) and 3-(1,3-dioxoisoindolin-2-yl)propanoic acid (388 mg, 1.8 mmol) were combined to provide Intermediate 7A (700 mg, 87% yield). HPLC/MS (Method C) RT=2.80 min, [M+H]+ 450.